This data is from the Open Reaction Database (ORD), a public repository of structured organic reaction records. The task is: describe an organic reaction: reactants, conditions, products, and yield The reactants are CCN(C(C)C)C(C)C, Clc1ccc2nc(Cl)nc(Cl)c2c1, CCN(C(C)C)C1CCC(NC(=O)CN)C(COC)C1, C1CCOC1. Yields the product CCN(C(C)C)C1CCC(NC(=O)CNc2nc(Cl)nc3ccc(Cl)cc23)C(COC)C1. As a reaction SMILES: [CH:34]([N:35]([CH:36]([CH3:37])[CH3:38])[CH2:39][CH3:40])([CH3:41])[CH3:42].[Cl:1][c:2]1[n:3][c:4]2[cH:5][cH:6][c:7]([Cl:13])[cH:8][c:9]2[c:10]([Cl:12])[n:11]1.[NH2:14][CH2:15][C:16](=[O:17])[NH:18][CH:19]1[CH:20]([CH2:31][O:32][CH3:33])[CH2:21][CH:22]([N:25]([CH:26]([CH3:27])[CH3:28])[CH2:29][CH3:30])[CH2:23][CH2:24]1.[O:43]1[CH2:44][CH2:45][CH2:46][CH2:47]1>>[Cl:1][c:2]1[n:3][c:4]2[cH:5][cH:6][c:7]([Cl:13])[cH:8][c:9]2[c:10]([NH:14][CH2:15][C:16](=[O:17])[NH:18][CH:19]2[CH:20]([CH2:31][O:32][CH3:33])[CH2:21][CH:22]([N:25]([CH:26]([CH3:27])[CH3:28])[CH2:29][CH3:30])[CH2:23][CH2:24]2)[n:11]1.